Dataset: the Open Reaction Database (ORD), a public repository of structured organic reaction records. Task: describe an organic reaction: reactants, conditions, products, and yield Reactants: ClC=1C=C(N)C=C(C1)Cl (3,5-dichloroaniline), C(C)C(C(=O)[O-])=O (ethylglyoxalate), FC1=C(C=C)C=CC=C1 (2-fluorostyrene), FC(C(=O)O)(F)F (trifluoroacetic acid). Solvent: C(C)#N (acetonitrile). Product: C(C)OC(=O)C1NC2=CC(=CC(=C2C(C1)C1=C(C=CC=C1)F)Cl)Cl (5,7-dichloro-4-(2-fluorophenyl)-1,2,3,4-tetrahydroquinoline-2-carboxylic Acid Ethyl Ester). RXN SMILES: [Cl:1][C:2]1[CH:3]=[C:4]([CH:6]=[C:7]([Cl:9])[CH:8]=1)[NH2:5].[CH2:10]([C:12](=O)[C:13]([O-:15])=[O:14])[CH3:11].[F:17][C:18]1[CH:25]=[CH:24][CH:23]=[CH:22][C:19]=1C=C.F[C:27](F)(F)[C:28](O)=O>C(#N)C>[CH2:27]([O:15][C:13]([CH:12]1[CH2:10][CH:11]([C:19]2[CH:22]=[CH:23][CH:24]=[CH:25][C:18]=2[F:17])[C:3]2[C:4](=[CH:6][C:7]([Cl:9])=[CH:8][C:2]=2[Cl:1])[NH:5]1)=[O:14])[CH3:28]. Procedure: Compound 26 was prepared by the basic process from 5.0 mmol 3,5-dichloroaniline, 5.5 mmol ethylglyoxalate solution (50% toluene), 15.0 mmol 2-fluorostyrene and 5.0 mmol trifluoroacetic acid in 30.0 ml acetonitrile. Starting materials: COC1=C(C=C(C=C1)C1=CC=CC=C1)NC(=O)C=1NC=CN1 (1H-Imidazole-2-carboxylic acid (4-methoxy-biphenyl-3-yl)-amide), COC=1C=CC(=CC1)P2(=S)SP(=S)(S2)C=3C=CC(=CC3)OC (Lawesson reagent), O (water). Solvent: C1(=CC=CC=C1)C (toluene). Yields the product COC1=C(C=C(C=C1)C1=CC=CC=C1)NC(=S)C=1NC=CN1 (1H-imidazole-2-carbothioic acid (4-methoxy-biphenyl-3-yl)-amide). The yield is 71.8%. As a reaction SMILES: [CH3:1][O:2][C:3]1[CH:8]=[CH:7][C:6]([C:9]2[CH:14]=[CH:13][CH:12]=[CH:11][CH:10]=2)=[CH:5][C:4]=1[NH:15][C:16]([C:18]1[NH:19][CH:20]=[CH:21][N:22]=1)=O.COC1C=CC(P2(SP(C3C=CC(OC)=CC=3)(=S)S2)=[S:32])=CC=1.O>C1(C)C=CC=CC=1>[CH3:1][O:2][C:3]1[CH:8]=[CH:7][C:6]([C:9]2[CH:14]=[CH:13][CH:12]=[CH:11][CH:10]=2)=[CH:5][C:4]=1[NH:15][C:16]([C:18]1[NH:19][CH:20]=[CH:21][N:22]=1)=[S:32]. Procedure: To a suspension of 0.31 g of imidazole-2-carboxylic acid (2.76 mmol) in 14 ml DMF was added 0.448 g of CDI (2.76 mmol), 0.38 ml triethylamine (2.76 mmol) and stirred at ambient temperature for 1 h. Then the mixture was refluxed for 30 min. After cooling to ambient temperature, 0.5 g of 5-phenyl-o-anisidine (2.5 mmol) was added and the reaction mixture was heated to reflux for 16 h. The mixture was evaporated and the residue taken up in water (40 ml) and extracted 3 times with methylene chloride.... Reactants: C1(=CC=CC=C1)C(=O)C1=CC=2C(=CN=CC2)N1 (phenyl(1H-pyrrolo[2,3-c]pyridin-2-yl)methanone), Cl.CON (O-methylhydroxylamine hydrochloride), oxime. The product is Cl.CON=C(C1=CC=2C(=CN=CC2)N1)C1=CC=CC=C1 (Phenyl (1H-pyrrolo[2,3-c]pyridin-2-yl)methanone O-methyloxime hydrochloride). RXN SMILES: [C:1]1([C:7]([C:9]2[NH:17][C:12]3=[CH:13][N:14]=[CH:15][CH:16]=[C:11]3[CH:10]=2)=O)[CH:6]=[CH:5][CH:4]=[CH:3][CH:2]=1.[ClH:18].[CH3:19][O:20][NH2:21]>>[ClH:18].[CH3:19][O:20][N:21]=[C:7]([C:1]1[CH:6]=[CH:5][CH:4]=[CH:3][CH:2]=1)[C:9]1[NH:17][C:12]2=[CH:13][N:14]=[CH:15][CH:16]=[C:11]2[CH:10]=1 |f:1.2,3.4|. Procedure details: Phenyl (1H-pyrrolo[2,3-c]pyridin-2-yl)methanone O-methyloxime hydrochloride was prepared from phenyl(1H-pyrrolo[2,3-c]pyridin-2-yl)methanone (Example 35) and O-methylhydroxylamine hydrochloride following the procedure described for Example 104 (geometry of the oxime double bond undefined). Starting materials: CCOC(C)=O, NCC1CC1, O=C(O)c1ccc(F)c(NCc2cnc(Nc3ccccn3)s2)c1, CN(C)C=O. Yields the product O=C(NCC1CC1)c1ccc(F)c(NCc2cnc(Nc3ccccn3)s2)c1. Reaction SMILES: [CH3:35][CH2:36][O:37][C:38]([CH3:39])=[O:40].[CH:25]1([CH2:28][NH2:29])[CH2:26][CH2:27]1.[F:1][c:2]1[c:3]([NH:11][CH2:12][c:13]2[cH:14][n:15][c:16]([NH:18][c:19]3[n:20][cH:21][cH:22][cH:23][cH:24]3)[s:17]2)[cH:4][c:5]([C:6](=[O:7])[OH:8])[cH:9][cH:10]1.[O:30]=[CH:31][N:32]([CH3:33])[CH3:34]>>[F:1][c:2]1[c:3]([NH:11][CH2:12][c:13]2[cH:14][n:15][c:16]([NH:18][c:19]3[n:20][cH:21][cH:22][cH:23][cH:24]3)[s:17]2)[cH:4][c:5]([C:6](=[O:8])[NH:29][CH2:28][CH:25]2[CH2:26][CH2:27]2)[cH:9][cH:10]1. Reactants: Br, O=C(Cl)C1CC1, O=C(NN1CCNCC1)c1ccc(F)cc1, [Na+], C1COCCO1, [OH-]. Product: O=C(NN1CCN(C(=O)C2CC2)CC1)c1ccc(F)cc1. RXN SMILES: [BrH:1].[CH:20]1([C:23](=[O:24])[Cl:25])[CH2:21][CH2:22]1.[N:2]1([NH:8][C:9]([c:10]2[cH:11][cH:12][c:13]([F:16])[cH:14][cH:15]2)=[O:17])[CH2:3][CH2:4][NH:5][CH2:6][CH2:7]1.[Na+:19].[O:26]1[CH2:27][CH2:28][O:29][CH2:30][CH2:31]1.[OH-:18]>>[N:2]1([NH:8][C:9]([c:10]2[cH:11][cH:12][c:13]([F:16])[cH:14][cH:15]2)=[O:17])[CH2:3][CH2:4][N:5]([C:23]([CH:20]2[CH2:21][CH2:22]2)=[O:24])[CH2:6][CH2:7]1.